This data is from the Open Reaction Database (ORD), a public repository of structured organic reaction records. The task is: describe an organic reaction: reactants, conditions, products, and yield Starting materials: F[B-](F)(F)F, CCOC(=O)C(=CC=C(C(=S)OCC)N(C)C)c1ccccc1, CCOC(=O)C(=CC=[N+](C)C)N(C)C, CCO, CCOC(=O)CSCc1ccc(C(C)C)cc1. Product: CCOC(=O)C(=CC=C(C(=O)OCC)N(C)C)SCc1ccc(C(C)C)cc1. RXN SMILES: [B-:24]([F:25])([F:26])([F:27])[F:28].[CH3:1][N:2]([CH3:3])[C:4](=[CH:5][CH:6]=[C:7]([c:8]1[cH:9][cH:10][cH:11][cH:12][cH:13]1)[C:14]([O:15][CH2:16][CH3:17])=[O:18])[C:19]([O:20][CH2:21][CH3:22])=[S:23].[CH3:29][N:30]([C:31](=[CH:32][CH:33]=[N+:34]([CH3:35])[CH3:36])[C:37](=[O:38])[O:39][CH2:40][CH3:41])[CH3:42].[CH3:60][CH2:61][OH:62].[CH:43]([CH3:44])([CH3:45])[c:46]1[cH:47][cH:48][c:49]([CH2:50][S:51][CH2:52][C:53](=[O:54])[O:55][CH2:56][CH3:57])[cH:58][cH:59]1>>[CH3:29][N:30]([C:31](=[CH:32][CH:33]=[C:52]([S:51][CH2:50][c:49]1[cH:48][cH:47][c:46]([CH:43]([CH3:44])[CH3:45])[cH:59][cH:58]1)[C:53](=[O:54])[O:55][CH2:56][CH3:57])[C:37](=[O:38])[O:39][CH2:40][CH3:41])[CH3:42]. Starting materials: FC=1C=C(C(=O)OC)C=CC1C=1C=NC=2N(C1)C(=CN2)C2(CC2)C=2C=C1C=CC=NC1=CC2 (methyl 3-fluoro-4-[3-(1-quinolin-6-ylcyclopropyl)imidazo[1,2-a]pyrimidin-6-yl]benzoate), [OH-].[Li+] (lithium hydroxide). The solvent is C1CCOC1.CO.O (THF MeOH—H2O), O (water). Reaction conditions: temperature 0 celsius, time 10 minute. The product is FC=1C=C(C(=O)O)C=CC1C=1C=NC=2N(C1)C(=CN2)C2(CC2)C=2C=C1C=CC=NC1=CC2 (3-fluoro-4-(3-(1-(quinolin-6-yl)cyclopropyl)imidazo[1,2-a]pyrimidin-6-yl)benzoic acid). RXN SMILES: [F:1][C:2]1[CH:3]=[C:4]([CH:9]=[CH:10][C:11]=1[C:12]1[CH:13]=[N:14][C:15]2[N:16]([C:18]([C:21]3([C:24]4[CH:25]=[C:26]5[C:31](=[CH:32][CH:33]=4)[N:30]=[CH:29][CH:28]=[CH:27]5)[CH2:23][CH2:22]3)=[CH:19][N:20]=2)[CH:17]=1)[C:5]([O:7]C)=[O:6].[OH-].[Li+]>C1COCC1.CO.O.O>[F:1][C:2]1[CH:3]=[C:4]([CH:9]=[CH:10][C:11]=1[C:12]1[CH:13]=[N:14][C:15]2[N:16]([C:18]([C:21]3([C:24]4[CH:25]=[C:26]5[C:31](=[CH:32][CH:33]=4)[N:30]=[CH:29][CH:28]=[CH:27]5)[CH2:23][CH2:22]3)=[CH:19][N:20]=2)[CH:17]=1)[C:5]([OH:7])=[O:6] |f:1.2,3.4.5|. Procedure: To a solution of methyl 3-fluoro-4-[3-(1-quinolin-6-ylcyclopropyl)imidazo[1,2-a]pyrimidin-6-yl]benzoate (100 mg, 0.2 mmol) in 5 ml of THF-MeOH—H2O (3:1:1) was added 2M of lithium hydroxide in water (0.23 mL) at 0° C. under N2. The solution was stirred for 10 min at 0° C., and 1.5 h at RT. The reaction solution was concentrated to dryness to give the desired product which was directly used in next step without further purification.